From a dataset of the Open Reaction Database (ORD), a public repository of structured organic reaction records. describe an organic reaction: reactants, conditions, products, and yield The reactants are COC1(c2nc3c(N4CCOCC4)nc(Cl)nc3n2C)CCCN(C(=O)OC(C)(C)C)C1, O=C([O-])[O-], CC(C)c1nc2ccccc2[nH]1, [Cs+], [Cs+], C1COCCO1, O=C(C=Cc1ccccc1)C=Cc1ccccc1, O=C(C=Cc1ccccc1)C=Cc1ccccc1, O=C(C=Cc1ccccc1)C=Cc1ccccc1, [Pd], [Pd]. The product is COC1(c2nc3c(N4CCOCC4)nc(-n4c(C(C)C)nc5ccccc54)nc3n2C)CCCN(C(=O)OC(C)(C)C)C1. RXN SMILES: [C:1]([CH3:2])([CH3:3])([CH3:4])[O:5][C:6](=[O:7])[N:8]1[CH2:9][C:10]([O:14][CH3:15])([c:16]2[n:17]([CH3:32])[c:18]3[n:19][c:20]([Cl:31])[n:21][c:22]([N:25]4[CH2:26][CH2:27][O:28][CH2:29][CH2:30]4)[c:23]3[n:24]2)[CH2:11][CH2:12][CH2:13]1.[C:45](=[O:46])([O-:47])[O-:48].[CH:33]([CH3:34])([CH3:35])[c:36]1[nH:37][c:38]2[c:39]([n:40]1)[cH:41][cH:42][cH:43][cH:44]2.[Cs+:49].[Cs+:50].[O:51]1[CH2:52][CH2:53][O:54][CH2:55][CH2:56]1.[O:59]=[C:60]([CH:61]=[CH:62][c:63]1[cH:64][cH:65][cH:66][cH:67][cH:68]1)[CH:69]=[CH:70][c:71]1[cH:72][cH:73][cH:74][cH:75][cH:76]1.[O:77]=[C:78]([CH:79]=[CH:80][c:81]1[cH:82][cH:83][cH:84][cH:85][cH:86]1)[CH:87]=[CH:88][c:89]1[cH:90][cH:91][cH:92][cH:93][cH:94]1.[O:95]=[C:96]([CH:97]=[CH:98][c:99]1[cH:100][cH:101][cH:102][cH:103][cH:104]1)[CH:105]=[CH:106][c:107]1[cH:108][cH:109][cH:110][cH:111][cH:112]1.[Pd:57].[Pd:58]>>[C:1]([CH3:2])([CH3:3])([CH3:4])[O:5][C:6](=[O:7])[N:8]1[CH2:9][C:10]([O:14][CH3:15])([c:16]2[n:17]([CH3:32])[c:18]3[n:19][c:20](-[n:37]4[c:36]([CH:33]([CH3:34])[CH3:35])[n:40][c:39]5[c:38]4[cH:44][cH:43][cH:42][cH:41]5)[n:21][c:22]([N:25]4[CH2:26][CH2:27][O:28][CH2:29][CH2:30]4)[c:23]3[n:24]2)[CH2:11][CH2:12][CH2:13]1. Reactants: ClC=1C=C(C=CC1F)C1=CC(=NC(=N1)N1C(CCC1)C)N1CCN(CC1)C1=NC=C(C=N1)Br (2-{4-[6-(3-chloro-4-fluorophenyl)-2-(2-methylpyrrolidin-1-yl)-pyrimidin-4-yl]-piperazin-1-yl}-5-bromopyrimidine), C(#N)[Cu] (CuCN). Run in CN(C)C=O (DMF), CCOC(=O)C (EtOAc). The product is ClC=1C=C(C=CC1F)C1=CC(=NC(=N1)N1C(CCC1)C)N1CCN(CC1)C1=NC=C(C=N1)C#N (2-{4-[6-(3-Chloro-4-fluorophenyl)-2-(2-methylpyrrolidin-1-yl)-pyrimidin-4-yl]-piperazin-1-yl}-pyrimidine-5-carbonitrile). Reaction SMILES: [Cl:1][C:2]1[CH:3]=[C:4]([C:9]2[N:14]=[C:13]([N:15]3[CH2:19][CH2:18][CH2:17][CH:16]3[CH3:20])[N:12]=[C:11]([N:21]3[CH2:26][CH2:25][N:24]([C:27]4[N:32]=[CH:31][C:30](Br)=[CH:29][N:28]=4)[CH2:23][CH2:22]3)[CH:10]=2)[CH:5]=[CH:6][C:7]=1[F:8].[C:34]([Cu])#[N:35]>CN(C=O)C.CCOC(C)=O>[Cl:1][C:2]1[CH:3]=[C:4]([C:9]2[N:14]=[C:13]([N:15]3[CH2:19][CH2:18][CH2:17][CH:16]3[CH3:20])[N:12]=[C:11]([N:21]3[CH2:26][CH2:25][N:24]([C:27]4[N:32]=[CH:31][C:30]([C:34]#[N:35])=[CH:29][N:28]=4)[CH2:23][CH2:22]3)[CH:10]=2)[CH:5]=[CH:6][C:7]=1[F:8]. Procedure: Heat a mixture of 2-{4-[6-(3-chloro-4-fluorophenyl)-2-(2-methylpyrrolidin-1-yl)-pyrimidin-4-yl]-piperazin-1-yl}-5-bromopyrimidine (478 mg) and CuCN (270 mg) in DMF at 150° C. for 16 h in a round bottom flask that is open to the air. Let cool, dilute with EtOAc (15 mL), wash with water (3×10 mL), dry (Na2SO4), and evaporate. Purify by silica gel chromatography, eluting with 3:1 hexanes:EtOAc to provide the title compound. The reactants are O=C(NC1CCNCC1)c1ccccc1, CC(=O)Nc1ccc(O)cc1, C=O, CCO. Product: CC(=O)Nc1ccc(O)c(CN2CCC(NC(=O)c3ccccc3)CC2)c1. RXN SMILES: [C:14]([c:15]1[cH:16][cH:17][cH:18][cH:19][cH:20]1)(=[O:21])[NH:22][CH:23]1[CH2:24][CH2:25][NH:26][CH2:27][CH2:28]1.[C:1]([CH3:2])(=[O:3])[NH:4][c:5]1[cH:6][cH:7][c:8]([OH:11])[cH:9][cH:10]1.[CH2:12]=[O:13].[CH3:29][CH2:30][OH:31]>>[C:1]([CH3:2])(=[O:3])[NH:4][c:5]1[cH:6][c:7]([CH2:12][N:26]2[CH2:25][CH2:24][CH:23]([NH:22][C:14]([c:15]3[cH:16][cH:17][cH:18][cH:19][cH:20]3)=[O:21])[CH2:28][CH2:27]2)[c:8]([OH:11])[cH:9][cH:10]1. Starting materials: CCCOc1ccccc1-c1nc2nc(SC)ncc2c(=O)[nH]1, CO, CS(C)=O, CC(=O)O, [H-], [Na+], O. Product: CCCOc1ccccc1-c1nc2[nH]c(=O)ncc2c(=O)[nH]1. Reaction SMILES: [CH3:1][S:2][c:3]1[n:4][cH:5][c:6]2[c:7]([n:8]1)[n:9][c:10](-[c:14]1[c:15]([O:20][CH2:21][CH2:22][CH3:23])[cH:16][cH:17][cH:18][cH:19]1)[nH:11][c:12]2=[O:13].[CH3:24][OH:25].[CH3:29][S:30]([CH3:31])=[O:32].[CH3:33][C:34](=[O:35])[OH:36].[H-:26].[Na+:27].[OH2:28]>>[c:3]1(=[O:25])[n:4][cH:5][c:6]2[c:7]([nH:8]1)[n:9][c:10](-[c:14]1[c:15]([O:20][CH2:21][CH2:22][CH3:23])[cH:16][cH:17][cH:18][cH:19]1)[nH:11][c:12]2=[O:13]. The reactants are N#Cc1cccc(OCCBr)c1, CC(C)(C)OC(=O)N1CCC(Oc2ccc(N)cc2)CC1, O=C([O-])[O-], CN(C)C=O, [I-], [K+], [K+], [K+]. Yields the product CC(C)(C)OC(=O)N1CCC(Oc2ccc(NCCOc3cccc(C#N)c3)cc2)CC1. RXN SMILES: [Br:22][CH2:23][CH2:24][O:25][c:26]1[cH:27][c:28]([C:29]#[N:30])[cH:31][cH:32][cH:33]1.[C:1]([CH3:2])([CH3:3])([CH3:4])[O:5][C:6](=[O:7])[N:8]1[CH2:9][CH2:10][CH:11]([O:14][c:15]2[cH:16][cH:17][c:18]([NH2:21])[cH:19][cH:20]2)[CH2:12][CH2:13]1.[C:36](=[O:37])([O-:38])[O-:39].[CH3:42][N:43]([CH3:44])[CH:45]=[O:46].[I-:35].[K+:34].[K+:40].[K+:41]>>[C:1]([CH3:2])([CH3:3])([CH3:4])[O:5][C:6](=[O:7])[N:8]1[CH2:9][CH2:10][CH:11]([O:14][c:15]2[cH:16][cH:17][c:18]([NH:21][CH2:23][CH2:24][O:25][c:26]3[cH:27][c:28]([C:29]#[N:30])[cH:31][cH:32][cH:33]3)[cH:19][cH:20]2)[CH2:12][CH2:13]1. Starting materials: C(C)(C)(C)OC(COCCOCCOCCOCCOCCOC1=CC=C(C=C1)OCCOCCOCCOCCOCCN=[N+]=[N-])=O ([2-(2-{2-[2-(2-{4-[2-(2-{2-[2-(2-azido-ethoxy)-ethoxy]-ethoxy}-ethoxy)-ethoxy]-phenoxy}-ethoxy)-ethoxy]-ethoxy}-ethoxy)-ethoxy]acetic acid tert-butyl ester), [H][H] (hydrogen). Reagents/catalysts: [OH-].[Pd+2].[OH-] (palladium hydroxide). Solvent: CO (methanol), CO (methanol). Run at time 1 hour. Yields the product crude product, C(C)(C)(C)OC(COCCOCCOCCOCCOCCOC1=CC=C(C=C1)OCCOCCOCCOCCOCCN)=O ([2-(2-{2-[2-(2-{4-[2-(2-{2-[2-(2-amino-ethoxy)-ethoxy]-ethoxy}-ethoxy)-ethoxy]-phenoxy}-ethoxy)-ethoxy]-ethoxy}-ethoxy)-ethoxy]acetic acid tert-butyl ester). Reaction SMILES: [C:1]([O:5][C:6](=[O:48])[CH2:7][O:8][CH2:9][CH2:10][O:11][CH2:12][CH2:13][O:14][CH2:15][CH2:16][O:17][CH2:18][CH2:19][O:20][CH2:21][CH2:22][O:23][C:24]1[CH:29]=[CH:28][C:27]([O:30][CH2:31][CH2:32][O:33][CH2:34][CH2:35][O:36][CH2:37][CH2:38][O:39][CH2:40][CH2:41][O:42][CH2:43][CH2:44][N:45]=[N+]=[N-])=[CH:26][CH:25]=1)([CH3:4])([CH3:3])[CH3:2].[H][H]>CO.[OH-].[Pd+2].[OH-]>[C:1]([O:5][C:6](=[O:48])[CH2:7][O:8][CH2:9][CH2:10][O:11][CH2:12][CH2:13][O:14][CH2:15][CH2:16][O:17][CH2:18][CH2:19][O:20][CH2:21][CH2:22][O:23][C:24]1[CH:25]=[CH:26][C:27]([O:30][CH2:31][CH2:32][O:33][CH2:34][CH2:35][O:36][CH2:37][CH2:38][O:39][CH2:40][CH2:41][O:42][CH2:43][CH2:44][NH2:45])=[CH:28][CH:29]=1)([CH3:4])([CH3:2])[CH3:3] |f:3.4.5|. Reported procedure: In a nitrogen atmosphere, to a suspension of palladium hydroxide (20% by weight; 18 mg) in methanol (1 ml), a solution of Compound 27 (190 mg, 0.323 mmol) in methanol (1.5 ml) was added; after the nitrogen atmosphere was replaced with a hydrogen atmosphere, stirring was conducted at room temperature for 1 hour. After a nitrogen atmosphere was restored, insoluble matter was separated by filtration on Celite and washed with methanol. Concentration under reduced pressure was conducted to yield a cr... The reactants are COc1cc(Nc2nc(C)cc(Cl)n2)cc(OC)c1OC, [Na+], [O-]c1ccccc1, O. Product: COc1cc(Nc2nc(C)cc(Oc3ccccc3)n2)cc(OC)c1OC. Reaction SMILES: [Cl:1][c:2]1[n:3][c:4]([NH:9][c:10]2[cH:11][c:12]([O:20][CH3:21])[c:13]([O:18][CH3:19])[c:14]([O:16][CH3:17])[cH:15]2)[n:5][c:6]([CH3:8])[cH:7]1.[Na+:29].[O-:22][c:23]1[cH:24][cH:25][cH:26][cH:27][cH:28]1.[OH2:30]>>[c:2]1([O:22][c:23]2[cH:24][cH:25][cH:26][cH:27][cH:28]2)[n:3][c:4]([NH:9][c:10]2[cH:11][c:12]([O:20][CH3:21])[c:13]([O:18][CH3:19])[c:14]([O:16][CH3:17])[cH:15]2)[n:5][c:6]([CH3:8])[cH:7]1. Starting materials: p-toluenesulfonic acid H2O, [C-]#N.[K+] (KCN), C1(=CC=CC=C1)C(C=O)(CC)C1=CC=CC=C1 (2,2-diphenylbutyraldehyde). Solvent: O (water), C1CCOC1 (THF). Run at temperature 40 celsius, time 16 hour. The product is OC(C#N)C(CC)(C1=CC=CC=C1)C1=CC=CC=C1 (2-hydroxy-3,3-diphenylvaleronitrile). Yield: 91.5%. RXN SMILES: [C-:1]#[N:2].[K+].[C:4]1([C:10]([C:15]2[CH:20]=[CH:19][CH:18]=[CH:17][CH:16]=2)([CH2:13][CH3:14])[CH:11]=[O:12])[CH:9]=[CH:8][CH:7]=[CH:6][CH:5]=1>O.C1COCC1>[OH:12][CH:11]([C:10]([C:4]1[CH:5]=[CH:6][CH:7]=[CH:8][CH:9]=1)([C:15]1[CH:16]=[CH:17][CH:18]=[CH:19][CH:20]=1)[CH2:13][CH3:14])[C:1]#[N:2] |f:0.1|. Reported procedure: 17.4 g (91.6 mmol) of p-toluenesulfonic acid H2O, and then 5.9 g (91.6 mmol) of KCN in 25 ml of water, were added at 35° C. to a solution of 19.09 g (84.8 mmol) of 2,2-diphenylbutyraldehyde in 97 ml of THF (abs.). The mixture was then stirred at 40° C. for 4 hours and at room temperature for 16 hours. The mixture was evaporated to 1/3 of the volume, water was added, and the phases were separated. The aqueous phase was then extracted three times with ethyl acetate, and the combined organic phases... Starting materials: C#CCO, CCCCCBr, [Li], N, O. Yields the product CCCCCC#CCO. As a reaction SMILES: [CH2:3]([C:4]#[CH:5])[OH:6].[CH2:7]([CH2:8][CH2:9][CH2:10][CH3:11])[Br:12].[Li:1].[NH3:2].[OH2:13]>>[CH2:3]([C:4]#[C:5][CH2:7][CH2:8][CH2:9][CH2:10][CH3:11])[OH:6].